Dataset: the Open Reaction Database (ORD), a public repository of structured organic reaction records. Task: describe an organic reaction: reactants, conditions, products, and yield Reactants: O=C(O)C1CCCN1C(=O)OCc1ccccc1, CN1CCOCC1, Cc1cccc(NC(=O)C(N)C(C)C)c1C(=O)O, CCOC(C)=O, CN(C)C=O, CC(C)COC(=O)Cl, Cl, C1CCOC1. The product is Cc1cccc(NC(=O)C(NC(=O)C2CCCN2C(=O)OCc2ccccc2)C(C)C)c1C(=O)O. Reaction SMILES: [CH2:9]([c:10]1[cH:11][cH:12][cH:13][cH:14][cH:15]1)[O:16][C:17](=[O:18])[N:19]1[CH:20]([C:21](=[O:22])[OH:23])[CH2:24][CH2:25][CH2:26]1.[CH3:27][N:28]1[CH2:29][CH2:30][O:31][CH2:32][CH2:33]1.[CH3:34][c:35]1[cH:36][cH:37][cH:38][c:39]([NH:44][C:45]([CH:46]([NH2:47])[CH:48]([CH3:49])[CH3:50])=[O:51])[c:40]1[C:41](=[O:42])[OH:43].[CH3:53][CH2:54][O:55][C:56](=[O:57])[CH3:58].[CH3:59][N:60]([CH3:61])[CH:62]=[O:63].[Cl:1][C:2]([O:3][CH2:4][CH:5]([CH3:6])[CH3:7])=[O:8].[ClH:52].[O:64]1[CH2:65][CH2:66][CH2:67][CH2:68]1>>[CH2:9]([c:10]1[cH:11][cH:12][cH:13][cH:14][cH:15]1)[O:16][C:17](=[O:18])[N:19]1[CH:20]([C:21](=[O:23])[NH:47][CH:46]([C:45]([NH:44][c:39]2[cH:38][cH:37][cH:36][c:35]([CH3:34])[c:40]2[C:41](=[O:42])[OH:43])=[O:51])[CH:48]([CH3:49])[CH3:50])[CH2:24][CH2:25][CH2:26]1. Starting materials: [O-]S(=O)(=S)[O-].[Na+].[Na+] (Na2S2O3), II (Iodine), FC(CCC(COC=1C(=CC2=C(N(C(C3=CN=CC=C23)=O)C)C1)C=O)NC(OC(C)(C)C)=O)(F)F (tert-butyl (5,5,5-trifluoro-1-((9-formyl-6-methyl-5-oxo-5,6-dihydrobenzo[c][2,7]naphthyridin-8-yl)oxy)pentan-2-yl)carbamate), N (ammonia). Solvent: O1CCCC1 (tetrahydrofuran). Run at time 3 hour. Yields the product C(#N)C1=CC2=C(N(C(C3=CN=CC=C23)=O)C)C=C1OCC(CCC(F)(F)F)NC(OC(C)(C)C)=O (tert-butyl (1-((9-cyano-6-methyl-5-oxo-5,6 dihydrobenzo[c][2,7]naphthyridin-8-yl)oxy)-5,5,5-trifluoropentan-2-yl)carbamate). The yield is 85.6%. As a reaction SMILES: II.[F:3][C:4]([F:37])([F:36])[CH2:5][CH2:6][CH:7]([NH:28][C:29](=[O:35])[O:30][C:31]([CH3:34])([CH3:33])[CH3:32])[CH2:8][O:9][C:10]1[C:11]([CH:26]=O)=[CH:12][C:13]2[C:22]3[C:17](=[CH:18][N:19]=[CH:20][CH:21]=3)[C:16](=[O:23])[N:15]([CH3:24])[C:14]=2[CH:25]=1.[NH3:38].[O-]S([O-])(=S)=O.[Na+].[Na+]>O1CCCC1>[C:26]([C:11]1[C:10]([O:9][CH2:8][CH:7]([NH:28][C:29](=[O:35])[O:30][C:31]([CH3:33])([CH3:32])[CH3:34])[CH2:6][CH2:5][C:4]([F:36])([F:37])[F:3])=[CH:25][C:14]2[N:15]([CH3:24])[C:16](=[O:23])[C:17]3[C:22]([C:13]=2[CH:12]=1)=[CH:21][CH:20]=[N:19][CH:18]=3)#[N:38] |f:3.4.5|. Procedure: Iodine (0.047 g, 0.184 mmol) was added to a stirred solution of tert-butyl (5,5,5-trifluoro-1-((9-formyl-6-methyl-5-oxo-5,6-dihydrobenzo[c][2,7]naphthyridin-8-yl)oxy)pentan-2-yl)carbamate (0.165 g, 0.167 mmol) in aqueous ammonia (4 mL, 48.1 mmol) and tetrahydrofuran (6 mL) at room temperature. The dark solution became light gray after stirring for 3 h, an indication that the reaction was complete. The reaction mixture was charged with aqueous Na2S2O3 (25 mL of 5% solution) and extracted with eth... Reactants: [OH-].[K+] (potassium hydroxide), Cl (hydrochloric acid), COC([C@H](C(C)C)OP(=O)(OCC1=CC=CC=C1)OCC1=CC=CC=C1)=O ((S)-methyl2-(bis(benzyloxy)phosphoryloxy)-3-methylbutanoate), CO (methanol). The solvent is O (water), O (water). Conditions: time 40 hour. Yields the product crude compound 20, C(C1=CC=CC=C1)OP(=O)(OCC1=CC=CC=C1)O[C@H](C(=O)O)C(C)C ((S)-2-(bis(benzyloxy)phosphoryloxy)-3-methylbutanoic acid). The yield is 96.5%. Reaction SMILES: C[O:2][C:3](=[O:27])[C@@H:4]([O:8][P:9]([O:19][CH2:20][C:21]1[CH:26]=[CH:25][CH:24]=[CH:23][CH:22]=1)([O:11][CH2:12][C:13]1[CH:18]=[CH:17][CH:16]=[CH:15][CH:14]=1)=[O:10])[CH:5]([CH3:7])[CH3:6].CO.[OH-].[K+].Cl>O>[CH2:20]([O:19][P:9]([O:8][C@@H:4]([CH:5]([CH3:7])[CH3:6])[C:3]([OH:27])=[O:2])([O:11][CH2:12][C:13]1[CH:14]=[CH:15][CH:16]=[CH:17][CH:18]=1)=[O:10])[C:21]1[CH:22]=[CH:23][CH:24]=[CH:25][CH:26]=1 |f:2.3|. Procedure: To a 50 mL flask containing (S)-methyl2-(bis(benzyloxy)phosphoryloxy)-3-methylbutanoate (699 mg, 1.78 mmol, 1.0 eq.) (prepared as in Example 18 or 19) was added methanol (9.2 mL). All starting material dissolved. Then a solution of potassium hydroxide in water (1 N, 3.56 mL, 3.56 mmol, 2.0 eq.) was added at ice-bath temperature. The resulting mixture was stirred at room temperature for 40 hrs. The reaction was monitored by LC-MS, and almost no starting remained. The reaction mixture was diluted ... The reactants are FC=1C(=C2CCC(CC2=CC1F)C=1C=NC(=CC1)OCCCCCC)O (6,7-difluoro-2-(6-hexyloxypyridin-3-yl)-5-hydroxy-1,2,3,4-tetrahydronaphthalene), F[C@H](CO)CCCCCCCC (2-(S)-fluorodecan-1-ol). Yields the product FC=1C(=C2CCC(CC2=CC1F)C=1C=NC(=CC1)OCCCCCC)OCC(CCCCCCCC)F (6,7-Difluoro-5-(2-fluorodecyloxy)-2-(6-hexyloxypyridin-3-yl)- 1,2,3,4-tetrahydronaphthalene). RXN SMILES: [F:1][C:2]1[C:3]([OH:26])=[C:4]2[C:9](=[CH:10][C:11]=1[F:12])[CH2:8][CH:7]([C:13]1[CH:14]=[N:15][C:16]([O:19][CH2:20][CH2:21][CH2:22][CH2:23][CH2:24][CH3:25])=[CH:17][CH:18]=1)[CH2:6][CH2:5]2.[F:27][C@@H:28]([CH2:31][CH2:32][CH2:33][CH2:34][CH2:35][CH2:36][CH2:37][CH3:38])[CH2:29]O>>[F:1][C:2]1[C:3]([O:26][CH2:29][CH:28]([F:27])[CH2:31][CH2:32][CH2:33][CH2:34][CH2:35][CH2:36][CH2:37][CH3:38])=[C:4]2[C:9](=[CH:10][C:11]=1[F:12])[CH2:8][CH:7]([C:13]1[CH:14]=[N:15][C:16]([O:19][CH2:20][CH2:21][CH2:22][CH2:23][CH2:24][CH3:25])=[CH:17][CH:18]=1)[CH2:6][CH2:5]2. Procedure details: From 6,7-difluoro-2-(6-hexyloxypyridin-3-yl)-5-hydroxy-1,2,3,4-tetrahydronaphthalene and 2-(S)-fluorodecan-1-ol by means of the Mitsunobu reaction.